This data is from the Open Reaction Database (ORD), a public repository of structured organic reaction records. The task is: describe an organic reaction: reactants, conditions, products, and yield Reactants: IC1=CN=C2N1C=CC(=C2)\C=C\C=2N(C=CN2)C (3-Iodo-7-[(E)-2-(1-methyl-1H-imidazol-2-yl)-vinyl]imidazo[1,2-a]pyridine), CC1(OB(OC1(C)C)C=1C=C(C=CC1)NC(=O)NCC(F)(F)F)C (1-[3-(4,4,5,5-tetramethyl-[1,3,2]dioxaborolan-2-yl)-phenyl]-3-(2,2,2-trifluoro-ethyl)-urea). The product is CN1C(=NC=C1)/C=C/C1=CC=2N(C=C1)C(=CN2)C=2C=C(C=CC2)NC(=O)NCC(F)(F)F (1-(3-{7-[(E)-2-(1-Methyl-1H-imidazol-2-yl)-vinyl]imidazo[1,2-a]pyridin-3-yl}-phenyl)-3-(2,2,2-trifluoro-ethyl)-urea). As a reaction SMILES: I[C:2]1[N:6]2[CH:7]=[CH:8][C:9](/[CH:11]=[CH:12]/[C:13]3[N:14]([CH3:18])[CH:15]=[CH:16][N:17]=3)=[CH:10][C:5]2=[N:4][CH:3]=1.CC1(C)C(C)(C)OB([C:27]2[CH:28]=[C:29]([NH:33][C:34]([NH:36][CH2:37][C:38]([F:41])([F:40])[F:39])=[O:35])[CH:30]=[CH:31][CH:32]=2)O1>>[CH3:18][N:14]1[CH:15]=[CH:16][N:17]=[C:13]1/[CH:12]=[CH:11]/[C:9]1[CH:8]=[CH:7][N:6]2[C:2]([C:31]3[CH:30]=[C:29]([NH:33][C:34]([NH:36][CH2:37][C:38]([F:39])([F:40])[F:41])=[O:35])[CH:28]=[CH:27][CH:32]=3)=[CH:3][N:4]=[C:5]2[CH:10]=1. Procedure details: 1-(3-{7-[(E)-2-(1-Methyl-1H-imidazol-2-yl)-vinyl]imidazo[1,2-a]pyridin-3-yl}-phenyl)-3-(2,2,2-trifluoro-ethyl)-urea (86 mg) was prepared according to Procedure B3d using 3-Iodo-7-[(E)-2-(1-methyl-1H-imidazol-2-yl)-vinyl]imidazo[1,2-a]pyridine (170 mg, 0.49 mmol) and 1-[3-(4,4,5,5-tetramethyl-[1,3,2]dioxaborolan-2-yl)-phenyl]-3-(2,2,2-trifluoro-ethyl)-urea. 1H NMR (400 MHz, Me-d3-OD): 8.74 (1H, d), 8.01 (3H, d), 7.77-7.66 (2H, m), 7.64-7.50 (4H, m), 7.45-7.32 (2H, m), 4.04 (3H, s), 4.01-3.89 (2H,...